Task: describe an organic reaction: reactants, conditions, products, and yield. Dataset: the Open Reaction Database (ORD), a public repository of structured organic reaction records The reactants are Fc1ccc(Br)cc1F, [Cl-], O=C(c1ccc(F)cc1)C1CCN(S(=O)(=O)c2ccccc2)CC1, [Mg], [NH4+], C1CCOC1. Product: O=S(=O)(c1ccccc1)N1CCC(C(O)(c2ccc(F)cc2)c2ccc(F)c(F)c2)CC1. Reaction SMILES: [Br:2][c:3]1[cH:4][c:5]([F:10])[c:6]([F:9])[cH:7][cH:8]1.[Cl-:35].[F:11][c:12]1[cH:13][cH:14][c:15]([C:18](=[O:19])[CH:20]2[CH2:21][CH2:22][N:23]([S:26](=[O:27])(=[O:28])[c:29]3[cH:30][cH:31][cH:32][cH:33][cH:34]3)[CH2:24][CH2:25]2)[cH:16][cH:17]1.[Mg:1].[NH4+:36].[O:37]1[CH2:38][CH2:39][CH2:40][CH2:41]1>>[c:3]1([C:18]([c:15]2[cH:14][cH:13][c:12]([F:11])[cH:17][cH:16]2)([OH:19])[CH:20]2[CH2:21][CH2:22][N:23]([S:26](=[O:27])(=[O:28])[c:29]3[cH:30][cH:31][cH:32][cH:33][cH:34]3)[CH2:24][CH2:25]2)[cH:4][c:5]([F:10])[c:6]([F:9])[cH:7][cH:8]1. Isolated yield 82.9%. Procedure details: To a solution of dimethyl 5-hydroxyisophthalate (28 g, 133 mmol, 1 eq.) in 1400 mL of dry tetrahydrofuran (THF) at ice-bath temperature, lithium aluminum hydride (LiAlH4 or LAH, 4 eq.) was slowly added with stirring. The resultant mixture was allowed warm to 40° C., stirred at this temperature for 16 hours, and then was added an ammonium chloride (NH4Cl) aqueous solution to quench the reaction. After stirring for 1.5 hours, the mixture was filtered with celite, washed with THF. Organic volatiles... As a reaction SMILES: [OH:1][C:2]1[CH:3]=[C:4]([C:12](OC)=[O:13])[CH:5]=[C:6]([CH:11]=1)[C:7](OC)=[O:8].[H-].[Al+3].[Li+].[H-].[H-].[H-].[Cl-].[NH4+]>O1CCCC1>[OH:1][C:2]1[CH:3]=[C:4]([CH2:12][OH:13])[CH:5]=[C:6]([CH2:7][OH:8])[CH:11]=1 |f:1.2.3.4.5.6,7.8|. Run in O1CCCC1 (tetrahydrofuran). Yields the product OC=1C=C(C=C(C1)CO)CO ((5-hydroxy-1,3-phenylene)dimethanol). The reactants are OC=1C=C(C=C(C(=O)OC)C1)C(=O)OC (dimethyl 5-hydroxyisophthalate), [H-].[Al+3].[Li+].[H-].[H-].[H-] (lithium aluminum hydride), [Cl-].[NH4+] (ammonium chloride), resultant mixture.